Task: describe an organic reaction: reactants, conditions, products, and yield. Dataset: the Open Reaction Database (ORD), a public repository of structured organic reaction records The reactants are NC1=NC(=C(C(=N1)OCC1CCCCC1)N)N (2,5,6-triamino-4-cyclohexylmethyloxypyrimidine), C(=O)(N1C=NC=C1)N1C=NC=C1 (1,1′-carbonyldiimidazole), O (water). Solvent: CN(C)C=O (DMF). Run at time 2 hour. Product: NC=1N=C(C2=NC(N=C2N1)=O)OCC1CCCCC1 (2-Amino-6-cyclohexylmethyloxy-8-oxopurine). The yield is 58.7%. As a reaction SMILES: [NH2:1][C:2]1[N:7]=[C:6]([O:8][CH2:9][CH:10]2[CH2:15][CH2:14][CH2:13][CH2:12][CH2:11]2)[C:5]([NH2:16])=[C:4]([NH2:17])[N:3]=1.[C:18](N1C=CN=C1)(N1C=CN=C1)=[O:19].O>CN(C=O)C>[NH2:1][C:2]1[N:7]=[C:6]([O:8][CH2:9][CH:10]2[CH2:15][CH2:14][CH2:13][CH2:12][CH2:11]2)[C:5]2[C:4]([N:3]=1)=[N:17][C:18](=[O:19])[N:16]=2. Reported procedure: A solution of 2,5,6-triamino-4-cyclohexylmethyloxypyrimidine (1.0 g, 4.24 mmol) and 1,1′-carbonyldiimidazole (0.69 g, 4.24 mmol) in anhydrous DMF (5 ml) was stirred under nitrogen at ambient temperature for 48 h. Addition of water (100 ml) afforded a white solid which was collected by filtration, redissolved in 2 M sodium hydroxide solution (200 ml), and filtered. The filtrate was neutralised with glacial acetic acid and allowed to stand at 4° C. for 2 h, when the precipitate which deposited was... The reactants are [CH-]1C=CC=C1.[CH-]1C=CC=C1.[Fe+2] (ferrocene), O (water), [Al+3].[Cl-].[Cl-].[Cl-] (AlCl3), BrCCCCCCCCCCCC(=O)Cl (12-bromododecanoyl chloride). The solvent is C(Cl)Cl (CH2Cl2), C(Cl)Cl (CH2Cl2). The product is [C-]1(C=CC=C1)C(=O)CCCCCCCCCCCBr.[CH-]1C=CC=C1.[Fe+2] (11-(Ferrocenylcarbonyl)undecyl bromide). Yield: 70.7%. As a reaction SMILES: [Al+3].[Cl-].[Cl-].[Cl-].[Br:5][CH2:6][CH2:7][CH2:8][CH2:9][CH2:10][CH2:11][CH2:12][CH2:13][CH2:14][CH2:15][CH2:16][C:17](Cl)=[O:18].[CH-:20]1[CH:24]=[CH:23][CH:22]=[CH:21]1.[CH-:25]1[CH:29]=[CH:28][CH:27]=[CH:26]1.[Fe+2:30].O>C(Cl)Cl>[C-:20]1([C:17]([CH2:16][CH2:15][CH2:14][CH2:13][CH2:12][CH2:11][CH2:10][CH2:9][CH2:8][CH2:7][CH2:6][Br:5])=[O:18])[CH:24]=[CH:23][CH:22]=[CH:21]1.[CH-:25]1[CH:29]=[CH:28][CH:27]=[CH:26]1.[Fe+2:30] |f:0.1.2.3,5.6.7,10.11.12|. Procedure details: Following a general procedure for preparing 21 (Creager et al. (1994) J. Electroanal. Chem., 370: 203–211), a solution of 12-bromododecanoic acid (4.2 g, 15 mmol) in SOCl2 (50 mL) was heated at 50° C. under argon for 1 h. The excess SOCl2 was removed by water pump distillation with benzene (3×50 mL). 4.3 g (95%) of 12-bromododecanoyl chloride was obtained as a colorless oil and used in the subsequent reaction without further purification. In a 50 mL flask anhydrous AlCl3 (2.8 g, 21 mmol) was add... Reactants: CCOC(=O)CCc1cn(Cc2ccc(OCc3cn4c(-c5ccccc5)cccc4n3)cc2)nc1OCC, CCO, Cl, [Na+], C1CCOC1, [OH-]. The product is CCOc1nn(Cc2ccc(OCc3cn4c(-c5ccccc5)cccc4n3)cc2)cc1CCC(=O)O. As a reaction SMILES: [CH2:1]([CH3:2])[O:3][c:4]1[n:5][n:6]([CH2:16][c:17]2[cH:18][cH:19][c:20]([O:23][CH2:24][c:25]3[n:26][c:27]4[n:28]([c:29](-[c:33]5[cH:34][cH:35][cH:36][cH:37][cH:38]5)[cH:30][cH:31][cH:32]4)[cH:39]3)[cH:21][cH:22]2)[cH:7][c:8]1[CH2:9][CH2:10][C:11](=[O:12])[O:13][CH2:14][CH3:15].[CH3:48][CH2:49][OH:50].[ClH:47].[Na+:41].[O:42]1[CH2:43][CH2:44][CH2:45][CH2:46]1.[OH-:40]>>[CH2:1]([CH3:2])[O:3][c:4]1[n:5][n:6]([CH2:16][c:17]2[cH:18][cH:19][c:20]([O:23][CH2:24][c:25]3[n:26][c:27]4[n:28]([c:29](-[c:33]5[cH:34][cH:35][cH:36][cH:37][cH:38]5)[cH:30][cH:31][cH:32]4)[cH:39]3)[cH:21][cH:22]2)[cH:7][c:8]1[CH2:9][CH2:10][C:11](=[O:12])[OH:13]. Starting materials: C(#N)[BH3-].[Na+] (Sodium cyanoborohydride), CN (methylamine), ClC=1N=CN(C1)C1=C(C=C(C=C1)NC=1SC2=C(N1)C(CC(C2)=O)C2=CC=C(C=C2)F)OC (2-(4-(4-chloro-1H-imidazol-1-yl)-3-methoxyphenylamino)-4-(4-fluorophenyl)-4,5-dihydrobenzo[d]thiazol-6(7H)-one). Solvent: CO (MeOH). Reaction conditions: time 4 hour. Yields the product ClC=1N=CN(C1)C1=C(C=C(C=C1)NC=1SC2=C(N1)C(CC(C2)NC)C2=CC=C(C=C2)F)OC (N2-(4-(4-chloro-1H-imidazol-1-yl)-3-methoxyphenyl)-4-(4-fluorophenyl)-N6-methyl-4,5,6,7-tetrahydrobenzo[d]thiazole-2,6-diamine). The yield is 9.7%. As a reaction SMILES: [C:1]([BH3-])#[N:2].[Na+].CN.[Cl:7][C:8]1[N:9]=[CH:10][N:11]([C:13]2[CH:18]=[CH:17][C:16]([NH:19][C:20]3[S:21][C:22]4[CH2:28][C:27](=O)[CH2:26][CH:25]([C:30]5[CH:35]=[CH:34][C:33]([F:36])=[CH:32][CH:31]=5)[C:23]=4[N:24]=3)=[CH:15][C:14]=2[O:37][CH3:38])[CH:12]=1>CO>[Cl:7][C:8]1[N:9]=[CH:10][N:11]([C:13]2[CH:18]=[CH:17][C:16]([NH:19][C:20]3[S:21][C:22]4[CH2:28][CH:27]([NH:2][CH3:1])[CH2:26][CH:25]([C:30]5[CH:31]=[CH:32][C:33]([F:36])=[CH:34][CH:35]=5)[C:23]=4[N:24]=3)=[CH:15][C:14]=2[O:37][CH3:38])[CH:12]=1 |f:0.1|. Procedure details: Sodium cyanoborohydride (37 mg, 0.59 mmol) and methylamine (170 μL, 0.34 mmol) were added to a solution of 2-(4-(4-chloro-1H-imidazol-1-yl)-3-methoxyphenylamino)-4-(4-fluorophenyl)-4,5-dihydrobenzo[d]thiazol-6(7H)-one (50 mg, 0.107 mmol, from example 75) in MeOH (1.1 mL). The mixture was stirred at rt for 4 hours. The crude reaction mixture was purified using preparatory HPLC (Column: Phenomenex Luna C18 30×100 mm, Solvent A=10 mM Ammonium Acetate in 95:5 water/ACN, Solvent B=10 mM Ammonium Acet... The reactants are BrC=1C=C(C=NC1)/C(/C(=O)OCC)=C/N(C)C (Ethyl (2Z)-2-(5-bromopyridin-3-yl)-3-(dimethylamino)prop-2-enoate), N(N)C1=CC=C(C=N1)C(=O)OC(C)(C)C (tert-Butyl 6-hydrazinopyridine-3-carboxylate), C1(=CC=C(C=C1)S(=O)(=O)O)C (p-toluenesulfonic acid), solution, Cl (hydrogen chloride). The solvent is C(C)O (ethanol), O1CCOCC1 (dioxane). Conditions: time 30 minute. The product is Cl.BrC=1C=C(C=NC1)C1=CNN(C1=O)C1=CC=C(C=N1)C(=O)OC(C)(C)C (tert-Butyl 6-[4-(5-bromopyridin-3-yl)-5-oxo-2,5-dihydro-1H-pyrazol-1-yl]pyridine-3-carboxylate hydrochloride). RXN SMILES: [Br:1][C:2]1[CH:3]=[C:4](/[C:8](=[CH:14]/[N:15](C)C)/[C:9]([O:11]CC)=O)[CH:5]=[N:6][CH:7]=1.[NH:18]([C:20]1[N:25]=[CH:24][C:23]([C:26]([O:28][C:29]([CH3:32])([CH3:31])[CH3:30])=[O:27])=[CH:22][CH:21]=1)N.C1(C)C=CC(S(O)(=O)=O)=CC=1.[ClH:44]>C(O)C.O1CCOCC1>[ClH:44].[Br:1][C:2]1[CH:3]=[C:4]([C:8]2[C:9](=[O:11])[N:18]([C:20]3[N:25]=[CH:24][C:23]([C:26]([O:28][C:29]([CH3:32])([CH3:31])[CH3:30])=[O:27])=[CH:22][CH:21]=3)[NH:15][CH:14]=2)[CH:5]=[N:6][CH:7]=1 |f:6.7|. Procedure details: 500 mg (1.7 mmol) of the compound from Example 9A and 350 mg (1.7 mmol) of the compound from Example 15A are dissolved in 2 ml of ethanol, and 58 mg (0.3 mmol) of p-toluenesulfonic acid are added. The mixture is heated under reflux for 24 h and then cooled to RT, and 0.5 ml of a 4 N solution of hydrogen chloride in dioxane is added. The mixture is stirred at RT for 30 min. The precipitate is filtered off, washed with ethanol and diethyl ether and dried under high vacuum. Reactants: CCO, CC(C)S(=O)(=O)n1c(N)nc2ccc(-c3nc(C=O)n(COCC[Si](C)(C)C)c3-c3ccccc3)cc21, O. Yields the product CC(C)S(=O)(=O)n1c(N)nc2ccc(-c3nc(C=O)[nH]c3-c3ccccc3)cc21. As a reaction SMILES: [CH3:38][CH2:39][OH:40].[CH:1]([CH3:2])([CH3:3])[S:4](=[O:5])(=[O:6])[n:7]1[c:8]([NH2:37])[n:9][c:10]2[c:11]1[cH:12][c:13](-[c:16]1[n:17][c:18]([CH:35]=[O:36])[n:19]([CH2:27][O:28][CH2:29][CH2:30][Si:31]([CH3:32])([CH3:33])[CH3:34])[c:20]1-[c:21]1[cH:22][cH:23][cH:24][cH:25][cH:26]1)[cH:14][cH:15]2.[OH2:41]>>[CH:1]([CH3:2])([CH3:3])[S:4](=[O:5])(=[O:6])[n:7]1[c:8]([NH2:37])[n:9][c:10]2[c:11]1[cH:12][c:13](-[c:16]1[n:17][c:18]([CH:35]=[O:36])[nH:19][c:20]1-[c:21]1[cH:22][cH:23][cH:24][cH:25][cH:26]1)[cH:14][cH:15]2.